From a dataset of the Open Reaction Database (ORD), a public repository of structured organic reaction records. describe an organic reaction: reactants, conditions, products, and yield Starting materials: C([O-])([O-])=O.[Na+].[Na+] (sodium carbonate), [S-]C#N.[K+] (potassium thiocyanate), ClCC([C@H]1CC[C@H]2[C@@H]3CC[C@H]4C[C@@H]([C@H](C[C@]4(C)[C@H]3C(C[C@]12C)=O)N1CC(OCC1)(C)C)O)=O ((2β,3α,5α)-21-chloro-3-hydroxy-2-(2,2-dimethyl-4-morpholinyl)pregnane-11,20-dione), CS(=O)(=O)O (methanesulfonic acid). Solvent: O (water), CO (methanol), O (water). Run at time 24 hour. The product is O[C@H]1C[C@@H]2CC[C@H]3[C@@H]4CC[C@H](C(CSC#N)=O)[C@]4(CC([C@@H]3[C@]2(C[C@@H]1N1CC(OCC1)(C)C)C)=O)C ((2β,3α,5α)-3-hydroxy-2-(2,2-dimethyl-4-morpholinyl)-21-thiocyanatopregnane-11,20-dione). Isolated yield 17.6%. As a reaction SMILES: Cl[CH2:2][C:3](=[O:33])[C@@H:4]1[C@:21]2([CH3:22])[C@H:7]([C@H:8]3[C@H:18]([C:19](=[O:23])[CH2:20]2)[C@:16]2([CH3:17])[C@H:11]([CH2:12][C@H:13]([OH:32])[C@@H:14]([N:24]4[CH2:29][CH2:28][O:27][C:26]([CH3:31])([CH3:30])[CH2:25]4)[CH2:15]2)[CH2:10][CH2:9]3)[CH2:6][CH2:5]1.CS(O)(=O)=O.[S-:39][C:40]#[N:41].[K+].C(=O)([O-])[O-].[Na+].[Na+]>CO.O>[OH:32][C@@H:13]1[C@@H:14]([N:24]2[CH2:29][CH2:28][O:27][C:26]([CH3:31])([CH3:30])[CH2:25]2)[CH2:15][C@@:16]2([CH3:17])[C@@H:11]([CH2:10][CH2:9][C@@H:8]3[C@@H:18]2[C:19](=[O:23])[CH2:20][C@@:21]2([CH3:22])[C@H:7]3[CH2:6][CH2:5][C@@H:4]2[C:3](=[O:33])[CH2:2][S:39][C:40]#[N:41])[CH2:12]1 |f:2.3,4.5.6|. Procedure details: To (2β,3α,5α)-21-chloro-3-hydroxy-2-(2,2-dimethyl-4-morpholinyl)pregnane-11,20-dione (3.1 g) was added a solution of methanesulfonic acid (615 mg) in methanol (63 ml) and then a solution of potassium thiocyanate (12.4 g) in water (32 ml). The resulting solution was stirred at room temperature for 24 h, poured into water and sodium carbonate was then added until the pH exceeded 9. The precipitated solid was filtered off, washed with water and dissolved in dichloromethane. This solution was dried ... Yield: 97.0%. Reaction SMILES: [NH2:1][C:2]1[N:3]=[CH:4][N:5]([CH2:10][C:11]2[CH:16]=[CH:15][CH:14]=[CH:13][C:12]=2[F:17])[C:6]=1[C:7]([NH2:9])=[O:8].[F:18][C:19]1[CH:27]=[CH:26][CH:25]=[CH:24][C:20]=1[C:21](Cl)=[O:22]>>[F:18][C:19]1[CH:27]=[CH:26][CH:25]=[CH:24][C:20]=1[C:21]([NH:1][C:2]1[N:3]=[CH:4][N:5]([CH2:10][C:11]2[CH:16]=[CH:15][CH:14]=[CH:13][C:12]=2[F:17])[C:6]=1[C:7]([NH2:9])=[O:8])=[O:22]. Product: FC1=C(C(=O)NC=2N=CN(C2C(=O)N)CC2=C(C=CC=C2)F)C=CC=C1 (4-(2-fluorobenzoylamino)-1-(2-fluorobenzyl)-5-imidazolecarboxamide). Reported procedure: An amidation reaction and post-treatment were carried out under the same conditions as in Example 22, using 1.50 g (6.40 mol) of 4-amino-1-(2-fluorobenzyl)-5-imidazole carboxamide which was prepared in the same manner as in Example 113 and 2-fluorobenzoyl chloride instead of benzoyl chloride to obtain 2.21 g of 4-(2-fluorobenzoylamino)-1-(2-fluorobenzyl)-5-imidazolecarboxamide (yield 97%). Reactants: NC=1N=CN(C1C(=O)N)CC1=C(C=CC=C1)F (4-amino-1-(2-fluorobenzyl)-5-imidazole carboxamide), FC1=C(C(=O)Cl)C=CC=C1 (2-fluorobenzoyl chloride). Starting materials: Cl (HCl), C(C)(=O)C1=CC=C(C=C1)CC(CCl)C (3-(4-acetylphenyl)-2-methylpropyl chloride), C(C)(C)(C)C1=CC=C(CCl)C=C1 (4-tert.-butylbenzyl chloride), Mg. Solvent: C(C)OCC (diethyl ether), C(C)OCC (diethyl ether). Product: C(C)(C)(C)C1=CC=C(C=C1)CC(C)(O)C1=CC=C(C=C1)CC(CCl)C (1-[4-tert.-butylphenyl]-2-[4-(3-chloro-2-methylpropyl)-phenyl]-propan-2-ol). The yield is 57.0%. RXN SMILES: [C:1]([C:4]1[CH:9]=[CH:8][C:7]([CH2:10][CH:11]([CH3:14])[CH2:12][Cl:13])=[CH:6][CH:5]=1)(=[O:3])[CH3:2].[C:15]([C:19]1[CH:26]=[CH:25][C:22]([CH2:23]Cl)=[CH:21][CH:20]=1)([CH3:18])([CH3:17])[CH3:16].Cl>C(OCC)C>[C:15]([C:19]1[CH:26]=[CH:25][C:22]([CH2:23][C:1]([C:4]2[CH:9]=[CH:8][C:7]([CH2:10][CH:11]([CH3:14])[CH2:12][Cl:13])=[CH:6][CH:5]=2)([OH:3])[CH3:2])=[CH:21][CH:20]=1)([CH3:18])([CH3:17])[CH3:16]. Procedure details: 168.4 g of 3-(4-acetylphenyl)-2-methylpropyl chloride in 100 ml of diethyl ether were added dropwise to a Grignard suspension prepared from 182.5 g of 4-tert.-butylbenzyl chloride and 26 g of Mg in 400 ml of diethyl ether. After completion of the dropwise addition, the mixture was refluxed for a further 2 hours and then hydrolyzed by adding ice-cooled dilute aqueous HCl until the pH was 2. The organic products were extracted with ether, and the organic phase was washed with water, dried over Na2... Reactants: aldehyde, OC1=CC=2C=3C4=C(C(=CC3NC2C=C1)I)C(NC4=O)=O (9-hydroxy-4-iodopyrrolo[3,4-c]carbazole-1,3(2H,6H)-dione), [Br-].[N+](=O)([O-])C=1C=C(C[P+](C2=CC=CC=C2)(C2=CC=CC=C2)C2=CC=CC=C2)C=CC1 ((3-nitrobenzyl)(triphenyl)phosphonium bromide), [Li+].CC(C)[N-]C(C)C (LDA), [Li+].CC(C)[N-]C(C)C (LDA), aldehyde. Reaction conditions: time 5 hour. Product: COC=1C=C2C=C(NC2=CC1)\C=C\C1=CC(=CC=C1)[N+](=O)[O-] (5-Methoxy-2-[(E)-2-(3-nitrophenyl)ethenyl]-1H-indole). As a reaction SMILES: [OH:1][C:2]1[CH:14]=[CH:13][C:12]2[NH:11][C:10]3[CH:9]=C(I)C4C(=O)NC(=O)C=4[C:5]=3[C:4]=2[CH:3]=1.[Br-].[N+:22]([C:25]1[CH:26]=[C:27]([CH:48]=[CH:49][CH:50]=1)[CH2:28][P+](C1C=CC=CC=1)(C1C=CC=CC=1)C1C=CC=CC=1)([O-:24])=[O:23].[Li+].[CH3:52]C([N-]C(C)C)C>>[CH3:52][O:1][C:2]1[CH:3]=[C:4]2[C:12](=[CH:13][CH:14]=1)[NH:11][C:10](/[CH:9]=[CH:28]/[C:27]1[CH:48]=[CH:49][CH:50]=[C:25]([N+:22]([O-:24])=[O:23])[CH:26]=1)=[CH:5]2 |f:1.2,3.4|. Reported procedure: The 5-methoxy-1H-indole-2-carbaldehyde (1) was reacted with (3-nitrobenzyl)(triphenyl)phosphonium bromide using the procedure described in example 37, except that the LDA and aldehyde were sequentially added at 0° C., the ratio of LDA:aldehyde was 1.5:1 and the reaction time was 5 h, to give (after crystallisation from MeOH/CH2Cl2/hexane) the diene (551) as an orange-red solid (the pure E isomer) (51%), mp 178–182° C. 1H NMR [(CD3)2SO] δ 11.27 (br s, 1H), 8.34 (t, J=1.9 Hz, 1H), 8.09 (dd, J=8.1,... The reactants are CO, [Cl-], O=[N+]([O-])c1ccc(Oc2ccnc3[nH]ccc23)c(F)c1, [NH4+], C1CCOC1, [Zn]. Reaction SMILES: [CH3:28][OH:29].[Cl-:21].[F:1][c:2]1[c:3]([O:4][c:5]2[c:6]3[c:7]([n:8][cH:9][cH:10]2)[nH:11][cH:12][cH:13]3)[cH:14][cH:15][c:16]([N+:18]([O-:19])=[O:20])[cH:17]1.[NH4+:22].[O:23]1[CH2:24][CH2:25][CH2:26][CH2:27]1.[Zn:30]>>[F:1][c:2]1[c:3]([O:4][c:5]2[c:6]3[c:7]([n:8][cH:9][cH:10]2)[nH:11][cH:12][cH:13]3)[cH:14][cH:15][c:16]([NH2:18])[cH:17]1. The product is Nc1ccc(Oc2ccnc3[nH]ccc23)c(F)c1. Reactants: CN, CCO, O=C1C=CCCc2ccccc21, c1ccccc1. Product: CNC1CCc2ccccc2C(=O)C1. RXN SMILES: [CH3:1][NH2:2].[CH3:21][CH2:22][OH:23].[O:3]=[C:4]1[CH:5]=[CH:6][CH2:7][CH2:8][c:9]2[c:10]1[cH:11][cH:12][cH:13][cH:14]2.[cH:15]1[cH:16][cH:17][cH:18][cH:19][cH:20]1>>[CH3:1][NH:2][CH:6]1[CH2:5][C:4](=[O:3])[c:10]2[c:9]([cH:14][cH:13][cH:12][cH:11]2)[CH2:8][CH2:7]1.